Dataset: the Open Reaction Database (ORD), a public repository of structured organic reaction records. Task: describe an organic reaction: reactants, conditions, products, and yield Reactants: [Al+3], C1CCOC1, CC(C)(C)OC(=O)N1CCC(CNc2ccnc(Nc3cccc(Cl)c3)n2)C1, [H-], [H-], [H-], [H-], [Li+]. The product is CN1CCC(CNc2ccnc(Nc3cccc(Cl)c3)n2)C1. As a reaction SMILES: [Al+3:30].[CH2:35]1[O:36][CH2:37][CH2:38][CH2:39]1.[Cl:1][c:2]1[cH:3][c:4]([NH:8][c:9]2[n:10][cH:11][cH:12][c:13]([NH:15][CH2:16][CH:17]3[CH2:18][N:19]([C:22]([O:23][C:24]([CH3:25])([CH3:26])[CH3:27])=[O:28])[CH2:20][CH2:21]3)[n:14]2)[cH:5][cH:6][cH:7]1.[H-:29].[H-:32].[H-:33].[H-:34].[Li+:31]>>[Cl:1][c:2]1[cH:3][c:4]([NH:8][c:9]2[n:10][cH:11][cH:12][c:13]([NH:15][CH2:16][CH:17]3[CH2:18][N:19]([CH3:22])[CH2:20][CH2:21]3)[n:14]2)[cH:5][cH:6][cH:7]1.